This data is from the Open Reaction Database (ORD), a public repository of structured organic reaction records. The task is: describe an organic reaction: reactants, conditions, products, and yield Yields the product C(C)(C)NC(=O)[C@H]1[C@@H]2C=C[C@H]([C@H]1NC1=C3C(=NC=C1Cl)N=C(N3)C3=C(N=C(S3)N3C[C@@H](CC3)O)Cl)C2 ((1S,2S,3R,4R)-3-{6-Chloro-2-[4-chloro-2-((R)-3-hydroxy-pyrrolidin-1-yl)-thiazol-5-yl]-1H-imidazo[4,5-b]pyridin-7-ylamino}-bicyclo[2.2.1]hept-5-ene-2-carboxylic acid isopropylamide). Reaction SMILES: [Cl:1][C:2]1[N:3]=[C:4]([N:9]2[CH2:13][CH2:12][CH:11]([OH:14])[CH2:10]2)[S:5][C:6]=1[CH:7]=O.[CH:15]([NH:18][C:19]([C@@H:21]1[C@H:26]([NH:27][C:28]2[C:33]([Cl:34])=[CH:32][N:31]=[C:30]([NH2:35])[C:29]=2[NH2:36])[C@@H:25]2[CH2:37][C@H:22]1[CH:23]=[CH:24]2)=[O:20])([CH3:17])[CH3:16].C([O-])(=O)C.[NH4+]>>[CH:15]([NH:18][C:19]([C@@H:21]1[C@H:26]([NH:27][C:28]2[C:33]([Cl:34])=[CH:32][N:31]=[C:30]3[N:35]=[C:7]([C:6]4[S:5][C:4]([N:9]5[CH2:13][CH2:12][C@@H:11]([OH:14])[CH2:10]5)=[N:3][C:2]=4[Cl:1])[NH:36][C:29]=23)[C@@H:25]2[CH2:37][C@H:22]1[CH:23]=[CH:24]2)=[O:20])([CH3:17])[CH3:16] |f:2.3|. Isolated yield 7.0%. Procedure: In a similar fashion to Compound LXXXVII, 4-Chloro-2-(3-hydroxy-pyrrolidin-1-yl)-thiazole-5-carbaldehyde (180.77 mg, 0.77687 mmol), (1S,2S,3R,4R)-3-(2,3-Diamino-5-chloro-pyridin-4-ylamino)-bicyclo[2.2.1]hept-5-ene-2-carboxylic acid isopropylamide (208.72 mg, 0.62149 mmol), and Ammonium acetate (95.813 mg, 1.2430 mmol) were reacted to produce 23.87 mg (7%) of the title compound. (300 MHz, DMSO-d6) 12.60 (s, 1H), 8.10 (d, J=7 Hz, 1H), 7.92 (s, 1H), 6.38-6.31 (m, 2H), 5.16 (m, 1H), 5.02 (T, J=17 Hz... Reactants: ClC=1N=C(SC1C=O)N1CC(CC1)O (4-Chloro-2-(3-hydroxy-pyrrolidin-1-yl)-thiazole-5-carbaldehyde), C(C)(C)NC(=O)[C@H]1[C@@H]2C=C[C@H]([C@H]1NC1=C(C(=NC=C1Cl)N)N)C2 ((1S,2S,3R,4R)-3-(2,3-Diamino-5-chloro-pyridin-4-ylamino)-bicyclo[2.2.1]hept-5-ene-2-carboxylic acid isopropylamide), C(C)(=O)[O-].[NH4+] (Ammonium acetate). The reactants are ClC(C(=O)Cl)(Cl)Cl (Trichloroacetyl chloride), O1CCCC1 (tetrahydrofuran), C(C)C(CC)C=1C=C(NC1)C (4-(1-ethylpropyl)-2-methyl-1H-pyrrole), CN (methylamine). Solvent: O (Water). Run at temperature 0 celsius. Yields the product C(C)C(CC)C1=C(NC(=C1)C)C(=O)NC (3-(1-ethylpropyl)-N,5-dimethyl-1H-pyrrole-2-carboxamide). Reaction SMILES: Cl[C:2](Cl)(Cl)[C:3](Cl)=[O:4].O1CCCC1.[CH2:13]([CH:15]([C:18]1[CH:19]=[C:20]([CH3:23])[NH:21]C=1)[CH2:16][CH3:17])[CH3:14].[CH3:24][NH2:25]>O>[CH2:13]([CH:15]([C:18]1[CH:19]=[C:20]([CH3:23])[NH:21][C:2]=1[C:3]([NH:25][CH3:24])=[O:4])[CH2:16][CH3:17])[CH3:14]. Reported procedure: Trichloroacetyl chloride (2.03 mL) was added to the tetrahydrofuran solution (36 mL) of the compound prepared in Example 3 (2.76 g), and the reaction mixture was stirred at 0° C. for an hour. The reaction mixture was dropped to an aqueous solution of 40% methylamine (36 mL) on ice bath, and stirred at room temperature for 30 minutes. Water was added to the reaction mixture, and the reaction mixture was extracted with ethyl acetate. The organic layer was washed by a saturated aqueous solution of ... The reactants are FC1=CC=C(C=N1)CO ((6-Fluoropyridin-3-yl)methanol), N1C=NC=C1 (imidazole), [Si](C)(C)(C(C)(C)C)Cl (tert-butyldimethylsilyl chloride). Run in C(Cl)Cl (CH2Cl2), C(Cl)Cl (CH2Cl2). Reaction conditions: time 8 hour. The product is [Si](C)(C)(C(C)(C)C)OCC=1C=CC(=NC1)F (5-((tert-butyldimethylsilyloxy)methyl)-2-fluoropyridine). As a reaction SMILES: [F:1][C:2]1[N:7]=[CH:6][C:5]([CH2:8][OH:9])=[CH:4][CH:3]=1.N1C=CN=C1.[Si:15](Cl)([C:18]([CH3:21])([CH3:20])[CH3:19])([CH3:17])[CH3:16]>C(Cl)Cl>[Si:15]([O:9][CH2:8][C:5]1[CH:4]=[CH:3][C:2]([F:1])=[N:7][CH:6]=1)([C:18]([CH3:21])([CH3:20])[CH3:19])([CH3:17])[CH3:16]. Procedure details: (6-Fluoropyridin-3-yl)methanol (9.54 g, 75.0 mmol) and imidazole (5.11 g, 75.0 mmol) were placed into a round-bottomed flask with CH2Cl2 (300 mL). tert-butyldimethylsilyl chloride (10.9 g, 72.8 mmol) was dissolved in CH2Cl2 (75 mL) and added drop-wise to the reaction mixture, which was then allowed to stir overnight at rt. The reaction was quenched by adding water (100 mL). The biphasic mixture was then separated and the aqueous layer was washed with CH2Cl2 (2×30 mL). The combined organic layer ... Reactants: C(C)OC(=O)C=1N(N=C(C1)C1=CC=C(C=C1)C(F)(F)F)CC(F)(F)F (2-(2,2,2-trifluoro-ethyl)-5-(4-trifluoromethyl-phenyl)-2H-pyrazole-3-carboxylic acid ethyl ester), [H-].[Al+3].[Li+].[H-].[H-].[H-] (lithium aluminium hydride). Yields the product FC(CN1N=C(C=C1CO)C1=CC=C(C=C1)C(F)(F)F)(F)F ([2-(2,2,2-trifluoro-ethyl)-5-(4-trifluoromethyl-phenyl)-2H-pyrazol-3-yl]-methanol). Reaction SMILES: C([O:3][C:4]([C:6]1[N:7]([CH2:21][C:22]([F:25])([F:24])[F:23])[N:8]=[C:9]([C:11]2[CH:16]=[CH:15][C:14]([C:17]([F:20])([F:19])[F:18])=[CH:13][CH:12]=2)[CH:10]=1)=O)C.[H-].[Al+3].[Li+].[H-].[H-].[H-]>>[F:24][C:22]([F:23])([F:25])[CH2:21][N:7]1[C:6]([CH2:4][OH:3])=[CH:10][C:9]([C:11]2[CH:12]=[CH:13][C:14]([C:17]([F:18])([F:19])[F:20])=[CH:15][CH:16]=2)=[N:8]1 |f:1.2.3.4.5.6|. Procedure: In analogy to the procedure described for example 1 a], 2-(2,2,2-trifluoro-ethyl)-5-(4-trifluoromethyl-phenyl)-2H-pyrazole-3-carboxylic acid ethyl ester was reduced with lithium aluminium hydride to give [2-(2,2,2-trifluoro-ethyl)-5-(4-trifluoromethyl-phenyl)-2H-pyrazol-3-yl]-methanol as colorless crystals. Starting materials: O (water), CC(C)([O-])C.[K+] (potassium t-butoxide), [Br-].FC=1C=C(C[P+](C2=CC=CC=C2)(C2=CC=CC=C2)C2=CC=CC=C2)C=C(C1O[Si](C)(C)C(C)(C)C)F (3,5-difluoro-4-(t-butyldimethylsiloxy)benzyltriphenylphosphonium bromide), C(CC)[Si]1(CCC(CC1)C1CCC(CC1)C=O)C1=CC=CC=C1 (4-(4-n-propyl-4-phenyl-4-silacyclohexyl)cyclohexane carbaldehyde). The solvent is C1CCOC1 (THF), C1CCOC1 (THF). Run at time 2 hour. Product: FC=1C=C(C=C(C1O[Si](C)(C)C(C)(C)C)F)C=CC1CCC(CC1)C1CC[Si](CC1)(C1=CC=CC=C1)CCC (4-(4-(2-(3,5-difluoro-4-(t-butyldimethylsiloxy)phenyl)ethenyl)cyclohexyl)-1-propyl-1-phenyl-1-silacyclohexane). RXN SMILES: CC(C)([O-])C.[K+].[Br-].[F:8][C:9]1[CH:10]=[C:11]([CH:32]=[C:33]([F:43])[C:34]=1[O:35][Si:36]([C:39]([CH3:42])([CH3:41])[CH3:40])([CH3:38])[CH3:37])[CH2:12][P+](C1C=CC=CC=1)(C1C=CC=CC=1)C1C=CC=CC=1.[CH2:44]([Si:47]1([C:61]2[CH:66]=[CH:65][CH:64]=[CH:63][CH:62]=2)[CH2:52][CH2:51][CH:50]([CH:53]2[CH2:58][CH2:57][CH:56]([CH:59]=O)[CH2:55][CH2:54]2)[CH2:49][CH2:48]1)[CH2:45][CH3:46].O>C1COCC1>[F:43][C:33]1[CH:32]=[C:11]([CH:12]=[CH:59][CH:56]2[CH2:55][CH2:54][CH:53]([CH:50]3[CH2:49][CH2:48][Si:47]([CH2:44][CH2:45][CH3:46])([C:61]4[CH:62]=[CH:63][CH:64]=[CH:65][CH:66]=4)[CH2:52][CH2:51]3)[CH2:58][CH2:57]2)[CH:10]=[C:9]([F:8])[C:34]=1[O:35][Si:36]([C:39]([CH3:40])([CH3:41])[CH3:42])([CH3:37])[CH3:38] |f:0.1,2.3|. Procedure details: 12.0 g of potassium t-butoxide was added to a mixture of 62 g of 3,5-difluoro-4-(t-butyldimethylsiloxy)benzyltriphenylphosphonium bromide and 200 ml of THF to obtain an orange-colored ylide solution. A mixture of 35.0 g of 4-(4-n-propyl-4-phenyl-4-silacyclohexyl)cyclohexane carbaldehyde in 50 ml of THF was added to the above solution. The mixture was agitated at room temperature for 2 hours, after which it was poured into iced water, followed by extraction with ethyl acetate. The ethyl acetate s...